Dataset: the Open Reaction Database (ORD), a public repository of structured organic reaction records. Task: describe an organic reaction: reactants, conditions, products, and yield Reactants: NC1=NC=CC=C1C (2-amino-3-picoline), C(C)(=O)C1C(=O)OCC1 (2-acetylbutyrolactone), P(=O)(Cl)(Cl)Cl (phosphorus oxychloride), [OH-].[Na+] (sodium hydroxide). Reaction conditions: temperature 100 celsius. The product is ClCCC1=C(N=C2N(C1=O)C=CC=C2C)C (3-(2-chloroethyl)-2,9-dimethyl-4H-pyrido[1,2-a]-pyrimidin-4-one). RXN SMILES: [NH2:1][C:2]1[C:7]([CH3:8])=[CH:6][CH:5]=[CH:4][N:3]=1.[C:9]([CH:12]1[CH2:17][CH2:16]O[C:13]1=[O:14])(=O)[CH3:10].[OH-].[Na+].P(Cl)(Cl)([Cl:22])=O>>[Cl:22][CH2:16][CH2:17][C:12]1[C:13](=[O:14])[N:3]2[CH:4]=[CH:5][CH:6]=[C:7]([CH3:8])[C:2]2=[N:1][C:9]=1[CH3:10] |f:2.3|. Procedure details: To a solution of 2-amino-3-picoline (3.3 9, 30 mmol) in phosphorus oxychloride (11 ml) was added 2-acetylbutyrolactone (3.25 ml, 30 mmol). The mixture was heated at 100° C. for 18 hours, cooled, poured on ice, made basic with a 2N sodium hydroxide solution and extracted with ethyl acetate. The organic layer was separated, dried, concentrated and purified by silica gel column chromatography (dichloromethane/methanol=95/5). Yield 2.5 g (35%) of white solid. The reactants are O (water), [N+](=O)([O-])C=1C=C(CBr)C=CC1 (m-nitrobenzyl bromide), C(C)(C)N(CC)C(C)C (diisopropylethylamine), C(C1=CC=CC=C1)Br (benzyl bromide). Solvent: CO (methanol). Conditions: time 3 day. Product: [N+](=O)([O-])C=1C=C(C=CC1)CNCC1=CC=CC=C1 (N-(3-nitrophenylmethyl)benzylamine). Yield: 79.2%. RXN SMILES: [N+:1]([C:4]1[CH:5]=[C:6]([CH:9]=[CH:10][CH:11]=1)[CH2:7]Br)([O-:3])=[O:2].C([N:15](C(C)C)CC)(C)C.[CH2:21](Br)[C:22]1[CH:27]=[CH:26][CH:25]=[CH:24][CH:23]=1.O>CO>[N+:1]([C:4]1[CH:5]=[C:6]([CH2:7][NH:15][CH2:21][C:22]2[CH:27]=[CH:26][CH:25]=[CH:24][CH:23]=2)[CH:9]=[CH:10][CH:11]=1)([O-:3])=[O:2]. Procedure details: To a solution of m-nitrobenzyl bromide (1.0 g) and diisopropylethylamine (1.19 g) in methanol (50 ml), benzyl bromide (495 mg) was added dropwise under ice cooling. The reaction mixture was stirred at room temperature for 3 days and, after addition of water, extracted with ethyl acetate. The organic layer was washed with a saturated aqueous sodium chloride solution, dried with anhydrous sodium sulfate and concentrated under reduced pressure. The resulting residue was purified by silica gel colum... The reactants are ClC1=C(C(=NN1C1=CC=CC=C1)C)C(C1=CNC2=NC=CC=C21)OC (3-((5-chloro-3-methyl-1-phenyl-1H-pyrazol-4-yl) (methoxy)methyl)-1H-pyrrolo[2,3-b]pyridine), C(C)#N (acetonitrile), FC(C(=O)O)(F)F (Trifluoroacetic acid), C(C)[SiH](CC)CC (triethylsilane). Run at time 16 hour. Product: ClC1=C(C(=NN1C1=CC=CC=C1)C)CC1=CNC2=NC=CC=C21 (3-((5-chloro-3-methyl-1-phenyl-1H-pyrazol-4-yl)methyl)-1H-pyrrolo[2,3-b]pyridine). RXN SMILES: [Cl:1][C:2]1[N:6]([C:7]2[CH:12]=[CH:11][CH:10]=[CH:9][CH:8]=2)[N:5]=[C:4]([CH3:13])[C:3]=1[CH:14](OC)[C:15]1[C:23]2[C:18](=[N:19][CH:20]=[CH:21][CH:22]=2)[NH:17][CH:16]=1.C(#N)C.FC(F)(F)C(O)=O.C([SiH](CC)CC)C>>[Cl:1][C:2]1[N:6]([C:7]2[CH:8]=[CH:9][CH:10]=[CH:11][CH:12]=2)[N:5]=[C:4]([CH3:13])[C:3]=1[CH2:14][C:15]1[C:23]2[C:18](=[N:19][CH:20]=[CH:21][CH:22]=2)[NH:17][CH:16]=1. Procedure details: To 3-((5-chloro-3-methyl-1-phenyl-1H-pyrazol-4-yl)(methoxy)methyl)-1H-pyrrolo[2,3-b]pyridine (P-0079, 0.030 g, 0.085 mmol) was added acetonitrile (10 mL, 0.2 mol). Trifluoroacetic acid (500 uL, 0.006 mol) and triethylsilane (500 uL, 0.003 mol) were added and the reaction allowed to stir at room temperature for 16 hours. The reaction was extracted with ethyl acetate and water. The organic layer was dried over anhydrous magnesium sulfate and filtered. The filtrate was concentrated and purified by ... Reactants: CCOC(=O)C (EtOAc), C(=O)(O)[O-].[Na+] (NaHCO3), N(=O)C1=C(N(N=C1)C1=CC=CC=C1)N (4-nitroso-2-phenyl-2H-pyrazol-3-ylamine). Solvent: CCO (EtOH). Run at temperature 60 celsius. Product: C1(=CC=CC=C1)N1N=CC(=C1N)N (2-phenyl-2H-pyrazole-3,4-diamine). Isolated yield 27.1%. Reaction SMILES: [N:1]([C:3]1[CH:7]=[N:6][N:5]([C:8]2[CH:13]=[CH:12][CH:11]=[CH:10][CH:9]=2)[C:4]=1[NH2:14])=O.CCOC(C)=O.C([O-])(O)=O.[Na+]>CCO>[C:8]1([N:5]2[C:4]([NH2:14])=[C:3]([NH2:1])[CH:7]=[N:6]2)[CH:9]=[CH:10][CH:11]=[CH:12][CH:13]=1 |f:2.3|. Reported procedure: To a suspension of 4-nitroso-2-phenyl-2H-pyrazol-3-ylamine (100 mg, 0.53 mmol) in EtOH (1 mL) is added SnCl3-2H2O (240 mg, 1.06 mmol). The mixture is then heated to 60° C. for 30 min. After cooling down the mixture, it is poured into a mixture of EtOAc (20 mL) and saturated aqueous NaHCO3 solution (20 mL). The solid is removed by filtration through Celite. The filtrate is put into separatory funnel to collect the organic layer, which is washed with brine and dried over MgSO4. After filtering off... Starting materials: N(=NC(=O)OC(C)(C)C)C(=O)OC(C)(C)C (Di-tert-butyl azodicarboxylate), FC=1C=CC(=C(C1)O)[N+](=O)[O-] (5-fluoro-2-nitrophenol), OC1CCN(CC1)C(=O)OC(C)(C)C (tert-butyl 4-hydroxypiperidine-1-carboxylate), C1(=CC=CC=C1)P(C1=CC=CC=C1)C1=CC=CC=C1 (triphenyl phosphine). The solvent is C(Cl)Cl (DCM), C(Cl)Cl (DCM). Product: FC=1C=CC(=C(OC2CCN(CC2)C(=O)OC(C)(C)C)C1)[N+](=O)[O-] (tert-butyl 4-(5-fluoro-2-nitrophenoxy)piperidine-1-carboxylate). Isolated yield 36.4%. As a reaction SMILES: N(C(OC(C)(C)C)=O)=NC(OC(C)(C)C)=O.[F:17][C:18]1[CH:19]=[CH:20][C:21]([N+:25]([O-:27])=[O:26])=[C:22]([OH:24])[CH:23]=1.O[CH:29]1[CH2:34][CH2:33][N:32]([C:35]([O:37][C:38]([CH3:41])([CH3:40])[CH3:39])=[O:36])[CH2:31][CH2:30]1.C1(P(C2C=CC=CC=2)C2C=CC=CC=2)C=CC=CC=1>C(Cl)Cl>[F:17][C:18]1[CH:19]=[CH:20][C:21]([N+:25]([O-:27])=[O:26])=[C:22]([CH:23]=1)[O:24][CH:29]1[CH2:34][CH2:33][N:32]([C:35]([O:37][C:38]([CH3:41])([CH3:40])[CH3:39])=[O:36])[CH2:31][CH2:30]1. Procedure: Di-tert-butyl azodicarboxylate (5.27 g, 23.0 mmol) in DCM (10 mL) was added into a solution of 5-fluoro-2-nitrophenol (10 g, 63.7 mmol), tert-butyl 4-hydroxypiperidine-1-carboxylate (4.22 g, 21.0 mmol) and triphenyl phosphine (6.0 g, 23.0 mmol) in anhydrous DCM (40 mL) at 0° C. The solution was allowed to warm to ambient temperature overnight, concentrated in vacuo and the crude product triturated with n-pentane/diethyl ether (×2) to remove the triphenyl phosphine oxide by-product. The sample wa... The reactants are C(C)OC1=CC=C(C[C@H](N)C(=O)O)C=C1 (O-Ethyl-L-tyrosine), Cl (Hydrochloric acid), C(=O)(OCC)N1C(C=2C(C1=O)=CC=CC2)=O (N-carbethoxyphthalimide), C([O-])([O-])=O.[Na+].[Na+] (Sodium carbonate). The solvent is O (water). Conditions: time 24 hour. The product is C(C)OC1=CC=C(C=C1)C[C@@H](C(=O)O)N1C(C2=CC=CC=C2C1=O)=O ((αS)-α-[(4-Ethoxyphenyl)methyl]-1,3-dihydro-1,3-dioxo-2H-isoindole-2-acetic acid). As a reaction SMILES: [CH2:1]([O:3][C:4]1[CH:15]=[CH:14][C:7]([CH2:8][C@@H:9]([C:11]([OH:13])=[O:12])[NH2:10])=[CH:6][CH:5]=1)[CH3:2].C(N1[C:25](=[O:26])[C:24]2=[CH:27][CH:28]=[CH:29][CH:30]=[C:23]2[C:22]1=[O:31])(OCC)=O.C(=O)([O-])[O-].[Na+].[Na+].Cl>O>[CH2:1]([O:3][C:4]1[CH:15]=[CH:14][C:7]([CH2:8][C@H:9]([N:10]2[C:25](=[O:26])[C:24]3[C:23](=[CH:30][CH:29]=[CH:28][CH:27]=3)[C:22]2=[O:31])[C:11]([OH:13])=[O:12])=[CH:6][CH:5]=1)[CH3:2] |f:2.3.4|. Reported procedure: O-Ethyl-L-tyrosine (IV, EXAMPLE 3, 20.9 g, 100 mmol) and N-carbethoxyphthalimide (23.0 g, 105 mmol) are suspended in water (210 mL). Sodium carbonate (11.1 g, 105 mmol) is added and the mixture is stirred at 20-25° for 24 hr. Hydrochloric acid (1N, 200 mL) is added to the resulting mixture and stirred for 2 hr. The mixture is filtered, washed with water (100 mL) and dried to give the title compound, NMR (MeOH-d4) δ7.78-7.72, 7.14, 6.68, 5.11, 3.90, 3.47 and 1.28; CMR (MeOH-d4) δ172.2, 169.0, 159... The reactants are Cc1cncc(-c2cccc(C(=O)CC(=O)Nc3cc(Cl)c(C)cc3NC(=O)OC(C)(C)C)c2)n1, ClCCl, O=C(O)C(F)(F)F. The product is Cc1cncc(-c2cccc(C3=Nc4cc(C)c(Cl)cc4NC(=O)C3)c2)n1. Reaction SMILES: [C:1]([O:2][C:3](=[O:4])[NH:7][c:8]1[c:9]([NH:16][C:17]([CH2:18][C:19](=[O:5])[c:21]2[cH:22][c:23](-[c:27]3[n:28][c:29]([CH3:33])[cH:30][n:31][cH:32]3)[cH:24][cH:25][cH:26]2)=[O:34])[cH:10][c:11]([Cl:15])[c:12]([CH3:14])[cH:13]1)([CH3:6])([CH3:20])[CH3:35].[Cl:43][CH2:44][Cl:45].[F:36][C:37]([F:38])([F:39])[C:40]([OH:41])=[O:42]>>[N:7]1=[C:19]([c:21]2[cH:22][c:23](-[c:27]3[n:28][c:29]([CH3:33])[cH:30][n:31][cH:32]3)[cH:24][cH:25][cH:26]2)[CH2:18][C:17](=[O:34])[NH:16][c:9]2[c:8]1[cH:13][c:12]([CH3:14])[c:11]([Cl:15])[cH:10]2. Starting materials: FC(C=1C=C(C=C(C1)C(F)(F)F)[C@@H]1[C@@H](N(C(O1)=O)CC1=C(C=CC(=C1)C(F)(F)F)I)C)(F)F ((4S,5R)-5-[3,5-bis(trifluoromethyl)phenyl]-3-[2-iodo-5-(trifluoromethyl)-benzyl]-4-methyl-1,3-oxazolidin-2-one), N1(CCCC1)C=1C=C(C=CC1)B(O)O (3-(pyrrolidino)phenyl boronic acid), C([O-])([O-])=O.[Na+].[Na+] (sodium carbonate), CCOC(=O)C (EtOAc). The reagents and catalysts are [Pd].C1(=CC=CC=C1)P(C1=CC=CC=C1)C1=CC=CC=C1.C1(=CC=CC=C1)P(C1=CC=CC=C1)C1=CC=CC=C1.C1(=CC=CC=C1)P(C1=CC=CC=C1)C1=CC=CC=C1.C1(=CC=CC=C1)P(C1=CC=CC=C1)C1=CC=CC=C1 (tetrakis(triphenylphosphine) palladium). Run in O.CCO.C1(=CC=CC=C1)C (water EtOH toluene), CCCCCC (hexane). Product: FC(C=1C=C(C=C(C1)C(F)(F)F)[C@@H]1[C@@H](N(C(O1)=O)CC1=C(C=CC(=C1)C(F)(F)F)C1=CC(=CC=C1)N1CCCC1)C)(F)F ((4S,5R)-5-[3,5-bis(trifluoromethyl)phenyl]-4-methyl-3-{[3′-pyrrolidin-1-yl-4-(trifluoromethyl)biphenyl-2-yl]methyl}-1,3-oxazolidin-2-one). RXN SMILES: [F:1][C:2]([F:33])([F:32])[C:3]1[CH:4]=[C:5]([C@H:13]2[O:17][C:16](=[O:18])[N:15]([CH2:19][C:20]3[CH:25]=[C:24]([C:26]([F:29])([F:28])[F:27])[CH:23]=[CH:22][C:21]=3I)[C@H:14]2[CH3:31])[CH:6]=[C:7]([C:9]([F:12])([F:11])[F:10])[CH:8]=1.[N:34]1([C:39]2[CH:40]=[C:41](B(O)O)[CH:42]=[CH:43][CH:44]=2)[CH2:38][CH2:37][CH2:36][CH2:35]1.C(=O)([O-])[O-].[Na+].[Na+].CCOC(C)=O>O.CCO.C1(C)C=CC=CC=1.[Pd].C1(P(C2C=CC=CC=2)C2C=CC=CC=2)C=CC=CC=1.C1(P(C2C=CC=CC=2)C2C=CC=CC=2)C=CC=CC=1.C1(P(C2C=CC=CC=2)C2C=CC=CC=2)C=CC=CC=1.C1(P(C2C=CC=CC=2)C2C=CC=CC=2)C=CC=CC=1.CCCCCC>[F:1][C:2]([F:33])([F:32])[C:3]1[CH:4]=[C:5]([C@H:13]2[O:17][C:16](=[O:18])[N:15]([CH2:19][C:20]3[CH:25]=[C:24]([C:26]([F:29])([F:28])[F:27])[CH:23]=[CH:22][C:21]=3[C:41]3[CH:42]=[CH:43][CH:44]=[C:39]([N:34]4[CH2:35][CH2:36][CH2:37][CH2:38]4)[CH:40]=3)[C@H:14]2[CH3:31])[CH:6]=[C:7]([C:9]([F:12])([F:11])[F:10])[CH:8]=1 |f:2.3.4,6.7.8,9.10.11.12.13|. Reported procedure: A mixture of (4S,5R)-5-[3,5-bis(trifluoromethyl)phenyl]-3-[2-iodo-5-(trifluoromethyl)-benzyl]-4-methyl-1,3-oxazolidin-2-one (0.05 g, 0.084 mmol), 3-(pyrrolidino)phenyl boronic acid (0.032 g, 0.167 mmol), tetrakis(triphenylphosphine) palladium (5% mol) and sodium carbonate (0.019 g, 0.18 mmol) in 7 ml of water/EtOH/toluene (1:2:4) was heated to reflux for 4 h. TLC (EtOAc:hexane/1:1) showed that the reaction was over. The solvents were removed. Water (10 ml) was added. The organic was extracted wi...